Dataset: the Open Reaction Database (ORD), a public repository of structured organic reaction records. Task: describe an organic reaction: reactants, conditions, products, and yield Reactants: C(=O)C1C(CCCC1)=O (formyl cyclohexanone), CNC (dimethylamine), C(C)NCC (diethylamine), C1(=CC=CC=C1)C1(C(C(CCC1)C=O)=O)CCC#N (2-phenyl-2-(2-cyanoethyl)-6-formylcyclohexanone), C1(=CC=C(C=C1)S(=O)(=O)N=[N+]=[N-])C (para-toluene-sulfonylazide). The solvent is C(C)OCC (diethyl ether). The product is C1(=CC=CC=C1)C1(C(C(CCC1)=[N+]=[N-])=O)CCC#N (2-phenyl-2-(2-cyanoethyl)-6-diazocyclohexanone). Reaction SMILES: C(C1CCCCC1=O)=O.[C:10]1([C:16]2([CH2:25][CH2:26][C:27]#[N:28])[CH2:21][CH2:20][CH2:19][CH:18](C=O)[C:17]2=[O:24])[CH:15]=[CH:14][CH:13]=[CH:12][CH:11]=1.C1(C)C=CC(S([N:38]=[N+:39]=[N-])(=O)=O)=CC=1.CNC.C(NCC)C>C(OCC)C>[C:10]1([C:16]2([CH2:25][CH2:26][C:27]#[N:28])[CH2:21][CH2:20][CH2:19][C:18](=[N+:38]=[N-:39])[C:17]2=[O:24])[CH:15]=[CH:14][CH:13]=[CH:12][CH:11]=1. Procedure details: Reaction of a formyl cyclohexanone derivative with para-toluenesulfonylazide effects displacement of the formyl group by a diazo moiety to provide a diazocyclohexanone derivative. For example, a formyl cyclohexanone derivative such as 2-phenyl-2-(2-cyanoethyl)-6-formylcyclohexanone can be reacted with about an equimolar quantity of para-toluene-sulfonylazide in the presence of dimethylamine or diethylamine, in an organic solvent such as diethyl ether, to provide, for instance, 2-phenyl-2-(2-cyan... Starting materials: CCOC(=O)CCN(C)C(=O)c1ccc(NC(c2oc3ccc(OC)cc3c2C)C(CC)CC)cc1, CCO, [Na+], C1CCOC1, [OH-]. The product is CCC(CC)C(Nc1ccc(C(=O)N(C)CCC(=O)O)cc1)c1oc2ccc(OC)cc2c1C. RXN SMILES: [CH2:1]([CH3:2])[CH:3]([CH:4]([c:5]1[o:6][c:7]2[c:8]([c:9]1[CH3:10])[cH:11][c:12]([O:15][CH3:16])[cH:13][cH:14]2)[NH:17][c:18]1[cH:19][cH:20][c:21]([C:24](=[O:25])[N:26]([CH2:27][CH2:28][C:29](=[O:30])[O:31][CH2:32][CH3:33])[CH3:34])[cH:22][cH:23]1)[CH2:35][CH3:36].[CH3:44][CH2:45][OH:46].[Na+:43].[O:37]1[CH2:38][CH2:39][CH2:40][CH2:41]1.[OH-:42]>>[CH2:1]([CH3:2])[CH:3]([CH:4]([c:5]1[o:6][c:7]2[c:8]([c:9]1[CH3:10])[cH:11][c:12]([O:15][CH3:16])[cH:13][cH:14]2)[NH:17][c:18]1[cH:19][cH:20][c:21]([C:24](=[O:25])[N:26]([CH2:27][CH2:28][C:29](=[O:30])[OH:31])[CH3:34])[cH:22][cH:23]1)[CH2:35][CH3:36]. Starting materials: CC1=NC=CC(=C1)C(C[C@@H](C1=C(C=CC=C1)C)C1=CC=C(C=C1)C1CCN(CC1)C(=O)OC(C)(C)C)=O ((R)-tert-butyl 4-(4-(3-(2-methylpyridin-4-yl)-3-oxo-1-o-tolylpropyl)phenyl)piperidine-1-carboxylate), Cl.NO (hydroxylamine hydrochloride), C(O)([O-])=O.[Na+] (sodium hydrogencarbonate). The product is CC1=NC=CC(=C1)/C(/C[C@@H](C1=C(C=CC=C1)C)C1=CC=C(C=C1)C1CCNCC1)=N/O ((R,E)-1-(2-Methylpyridin-4-yl)-3-(4-(piperidin-4-yl)phenyl)-3-o-tolylpropan-1-one oxime). RXN SMILES: [CH3:1][C:2]1[CH:7]=[C:6]([C:8](=O)[CH2:9][C@H:10]([C:18]2[CH:23]=[CH:22][C:21]([CH:24]3[CH2:29][CH2:28][N:27](C(OC(C)(C)C)=O)[CH2:26][CH2:25]3)=[CH:20][CH:19]=2)[C:11]2[CH:16]=[CH:15][CH:14]=[CH:13][C:12]=2[CH3:17])[CH:5]=[CH:4][N:3]=1.Cl.[NH2:39][OH:40].C(=O)([O-])O.[Na+]>>[CH3:1][C:2]1[CH:7]=[C:6](/[C:8](=[N:39]/[OH:40])/[CH2:9][C@H:10]([C:18]2[CH:19]=[CH:20][C:21]([CH:24]3[CH2:25][CH2:26][NH:27][CH2:28][CH2:29]3)=[CH:22][CH:23]=2)[C:11]2[CH:16]=[CH:15][CH:14]=[CH:13][C:12]=2[CH3:17])[CH:5]=[CH:4][N:3]=1 |f:1.2,3.4|. Reported procedure: In analogy to example 132, step 6, from (R)-tert-butyl 4-(4-(3-(2-methylpyridin-4-yl)-3-oxo-1-o-tolylpropyl)phenyl)piperidine-1-carboxylate and hydroxylamine hydrochloride in the presence of sodium hydrogencarbonate was prepared the title compound as a white foam, MS (ESI+): m/z=414.4 ([M+H]+). Starting materials: C1[C@H]([C@H](OC2=CC(=CC(=C21)O)O)C3=CC(=C(C(=C3)O)O)O)OC(=O)C4=CC(=C(C(=C4)O)O)O (EGCG), C1[C@H]([C@H](OC2=CC(=CC(=C21)O)O)C3=CC(=O)C(=C4C(=C3)C(=CC(=C4O)O)[C@H]5[C@H](CC6=C(C=C(C=C6O5)O)O)OC(=O)C7=CC(=C(C(=C7)O)O)O)O)O (Theaflavin 3-gallate), C1[C@H]([C@H](OC2=CC(=CC(=C21)O)O)C3=CC(=C(C(=C3)O)O)O)OC(=O)C4=CC(=C(C(=C4)O)O)O (EGCG). Yields the product C1[C@@H]([C@@H](OC2=CC(=CC(=C21)O)O)C3=CC(=C(C4=C(C(=O)C=C(C=C34)[C@@H]5[C@@H](CC6=C(C=C(C=C6O5)O)O)OC(=O)C7=CC(=C(C(=C7)O)O)O)O)O)O)O (Theaflavin 3′-gallate), C1[C@H]([C@H](OC2=CC(=CC(=C21)O)O)C3=CC(=O)C(=C4C(=C3)C(=CC(=C4O)O)[C@@H]5[C@@H](CC6=C(C=C(C=C6O5)O)O)OC(=O)C7=CC(=C(C(=C7)O)O)O)O)OC(=O)C8=CC(=C(C(=C8)O)O)O (Theaflavin 3,3′-digallate). Reaction SMILES: [CH2:1]1[C:10]2[C:5](=[CH:6][C:7]([OH:12])=[CH:8][C:9]=2[OH:11])[O:4][C@H:3]([C:13]2[CH:20]=[C:19]3[C:21]([C@@H:27]4[O:36][C:35]5[C:30](=[C:31]([OH:38])[CH:32]=[C:33]([OH:37])[CH:34]=5)[CH2:29][C@@H:28]4[O:39][C:40]([C:42]4[CH:47]=[C:46]([OH:48])[C:45]([OH:49])=[C:44]([OH:50])[CH:43]=4)=[O:41])=[CH:22][C:23]([OH:26])=[C:24]([OH:25])[C:18]3=[C:17]([OH:51])[C:15](=[O:16])[CH:14]=2)[C@@H:2]1[OH:52].[CH2:53]1[C:62]2[C:57](=[CH:58][C:59]([OH:64])=[CH:60][C:61]=2[OH:63])[O:56][C@H:55]([C:65]2[CH:70]=[C:69](O)[C:68]([OH:72])=[C:67]([OH:73])[CH:66]=2)[C@@H:54]1[O:74][C:75]([C:77]1[CH:82]=[C:81]([OH:83])[C:80]([OH:84])=[C:79]([OH:85])[CH:78]=1)=[O:76]>>[CH2:1]1[C:10]2[C:5](=[CH:6][C:7]([OH:12])=[CH:8][C:9]=2[OH:11])[O:4][C@@H:3]([C:13]2[C:20]3[C:18](=[C:24]([OH:25])[C:23]([CH:22]=[C:21]([C@H:27]4[O:36][C:35]5[C:30](=[C:31]([OH:38])[CH:32]=[C:33]([OH:37])[CH:34]=5)[CH2:29][C@H:28]4[O:39][C:40]([C:42]4[CH:43]=[C:44]([OH:50])[C:45]([OH:49])=[C:46]([OH:48])[CH:47]=4)=[O:41])[CH:19]=3)=[O:26])[C:17]([OH:51])=[C:15]([OH:16])[CH:14]=2)[C@H:2]1[OH:52].[CH2:29]1[C:30]2[C:35](=[CH:34][C:33]([OH:37])=[CH:32][C:31]=2[OH:38])[O:36][C@H:27]([C:21]2[CH:19]=[C:70]3[C:65]([C@H:55]4[O:56][C:57]5[C:62](=[C:61]([OH:63])[CH:60]=[C:59]([OH:64])[CH:58]=5)[CH2:53][C@H:54]4[O:74][C:75]([C:77]4[CH:82]=[C:81]([OH:83])[C:80]([OH:84])=[C:79]([OH:85])[CH:78]=4)=[O:76])=[CH:66][C:67]([OH:73])=[C:68]([OH:72])[C:69]3=[C:24]([OH:25])[C:23](=[O:26])[CH:22]=2)[C@@H:28]1[O:39][C:40]([C:42]1[CH:43]=[C:44]([OH:50])[C:45]([OH:49])=[C:46]([OH:48])[CH:47]=1)=[O:41]. Procedure details: EC (1 g, 3.5 mmol) and EGC (1 g, 3.3 mmol) were dissolved into the 200 mL of phosphate-citrate buffer (50 mM, pH 5.0) along with 2 g of crude PPO enzyme. The enzymatic oxidation was carried out at room temperature for 6 hour with stirring. The reaction solution was then subjected to fractionation with the same volume of ethyl acetate with three times. Then, the organic layer was concentrated under reduced pressure. The resulting residues were subjected to Sephadex LH-20 column chromatography elu... Starting materials: CC(C)C[AlH]CC(C)C, CCOCC, COC(=O)c1cc(-c2ccc(OC)cc2)cn(Cc2ccc(Cl)cc2)c1=O. Product: COc1ccc(-c2cc(CO)c(=O)n(Cc3ccc(Cl)cc3)c2)cc1. RXN SMILES: [CH3:28][CH:29]([CH2:30][AlH:31][CH2:32][CH:33]([CH3:34])[CH3:35])[CH3:36].[CH3:37][CH2:38][O:39][CH2:40][CH3:41].[Cl:1][c:2]1[cH:3][cH:4][c:5]([CH2:6][n:7]2[c:8](=[O:25])[c:9]([C:21](=[O:22])[O:23][CH3:24])[cH:10][c:11](-[c:13]3[cH:14][cH:15][c:16]([O:19][CH3:20])[cH:17][cH:18]3)[cH:12]2)[cH:26][cH:27]1>>[Cl:1][c:2]1[cH:3][cH:4][c:5]([CH2:6][n:7]2[c:8](=[O:25])[c:9]([CH2:21][OH:22])[cH:10][c:11](-[c:13]3[cH:14][cH:15][c:16]([O:19][CH3:20])[cH:17][cH:18]3)[cH:12]2)[cH:26][cH:27]1.